This data is from the Open Reaction Database (ORD), a public repository of structured organic reaction records. The task is: describe an organic reaction: reactants, conditions, products, and yield The reactants are CO, COC(=O)c1cnc(OC)c(OC2CCCC2)c1, [K+], [OH-], O. Yields the product COc1ncc(C(=O)O)cc1OC1CCCC1. As a reaction SMILES: [CH3:22][OH:23].[CH:3]1([O:8][c:9]2[c:10]([O:19][CH3:20])[n:11][cH:12][c:13]([C:14](=[O:15])[O:16][CH3:17])[cH:18]2)[CH2:4][CH2:5][CH2:6][CH2:7]1.[K+:2].[OH-:1].[OH2:21]>>[CH:3]1([O:8][c:9]2[c:10]([O:19][CH3:20])[n:11][cH:12][c:13]([C:14](=[O:15])[OH:16])[cH:18]2)[CH2:4][CH2:5][CH2:6][CH2:7]1.